This data is from the Open Reaction Database (ORD), a public repository of structured organic reaction records. The task is: describe an organic reaction: reactants, conditions, products, and yield The reactants are [N+](=O)(O)[O-] (nitric acid), ice acetone water, C(C)(=O)NC=1C=C(C(=O)O)C=CC1C (3-(Acetylamino)-4-methylbenzoic Acid), NC1=C(C#N)C=C(C(=C1[N+](=O)[O-])C)[N+](=O)[O-] (2-Amino-4-methyl-3,5-dinitrobenzonitrile), 3-N-acetyl-4-methyl-5-nitro benzoic acid. The solvent is ice water. Reaction conditions: temperature 0 celsius, time 1 hour. The product is C(C)(=O)NC=1C(=C(C(=O)O)C=CC1C)[N+](=O)[O-] (3-(Acetylamino)-4-methyl-2-nitrobenzoic Acid). Reaction SMILES: [N+:1]([O-:4])(O)=[O:2].[C:5]([NH:8][C:9]1[CH:10]=[C:11]([CH:15]=[CH:16][C:17]=1[CH3:18])[C:12]([OH:14])=[O:13])(=[O:7])[CH3:6].NC1C([N+]([O-])=O)=C(C)C([N+]([O-])=O)=CC=1C#N>>[C:5]([NH:8][C:9]1[C:10]([N+:1]([O-:4])=[O:2])=[C:11]([CH:15]=[CH:16][C:17]=1[CH3:18])[C:12]([OH:14])=[O:13])(=[O:7])[CH3:6]. Procedure: Fuming nitric acid (100 mL, 2.4 mol) is cooled to about 0° C. (ice/acetone/water bath) and 3-(Acetylamino)-4-methylbenzoic Acid (14) (24.567 g, 127.2 mmol) is added in small portions over about 30 minutes, at rate to maintain the internal reaction temperature <5° C. The hetereogeneous reaction mixture is then stirred at about 0° C. for an additional 1 hour. The reaction mixture is then added to ice water (300 mL) and stirred for about 1 hour. The solid obtained is filtered and dried to provide a... Starting materials: CCN(C(C)C)C(C)C (DIEA), O[C@H]1[C@@H](N(CC1)C(=O)C1=CC=C(C=C1)OC(F)(F)F)C(=O)NOCC1=CC=CC=C1 (((2R,3R)-3-hydroxy-1-{[4-(trifluoromethoxy)phenyl]carbonyl}pyrrolidin-2-yl)-N-(phenylmethoxy)carboxamide), C=1C=CC2=C(C1)N=NN2O (HOBT), C(CCl)Cl (EDC), CC(C)(C)OC(=O)NC[C@@H](C(=O)OC)N (H-DAP(Boc)-OMe). Run in CN(C)C=O (DMF), CCOC(=O)C.CCCCCC (EtOAc hexane). Run at time 2 minute. The product is COC(C(CNC(=O)OC(C)(C)C)NC(C1=CC=C(C=C1)C#CC#CC1=CC=C(C=C1)N)=O)=O (2-{4-[4-(4-Amino-phenyl)-buta-1,3-diynyl]-benzoylamino}-3-tert-butoxycarbonylamino-propionic acid methyl ester). Isolated yield 91.0%. RXN SMILES: CCN([CH:7]([CH3:9])[CH3:8])C(C)C.O[C@@H]1CCN([C:16]([C:18]2[CH:23]=[CH:22]C(OC(F)(F)F)=[CH:20][CH:19]=2)=[O:17])[C@H]1C(NOCC1C=CC=CC=1)=O.[CH:40]1[CH:41]=[CH:42][C:43]2[N:48](O)N=N[C:44]=2[CH:45]=1.[CH2:50](Cl)[CH2:51]Cl.[CH3:54][C:55]([O:58][C:59]([NH:61][CH2:62][C@H:63]([NH2:68])[C:64]([O:66][CH3:67])=[O:65])=[O:60])([CH3:57])[CH3:56]>CN(C=O)C.CCOC(C)=O.CCCCCC>[CH3:67][O:66][C:64](=[O:65])[CH:63]([NH:68][C:16](=[O:17])[C:18]1[CH:23]=[CH:22][C:9]([C:7]#[C:8][C:50]#[C:51][C:40]2[CH:45]=[CH:44][C:43]([NH2:48])=[CH:42][CH:41]=2)=[CH:20][CH:19]=1)[CH2:62][NH:61][C:59]([O:58][C:55]([CH3:54])([CH3:56])[CH3:57])=[O:60] |f:6.7|. Procedure details: DIEA (10.5 ml, 60.3 mmol) was added to a stirred solution of 4-[4-(4-Amino-phenyl)-buta-1,3-diynyl]-benzoic acid (1) (5.0 g, 19.1 mmol), HOBT (2.72 g, 20.1 mmol), EDC (3.85 g, 20.1 mmol) in DMF (80 ml). After 2 min., the H-DAP(Boc)-OMe was added in one portion. After 12 hours at rt, the reaction was found complete by LCMS. The reaction was diluted with EtOAc/hexane (4:1) (500 ml). The organic phase was washed with 1N NaOH (2×80 ml), water (2×80 ml), sat. brine (80 ml), dried with Na2SO4, filtere... Reactants: Cc1cccc(NC(=O)CBr)c1, COc1ccccc1C1CCNCC1, Cc1ccccc1, CCN(C(C)C)C(C)C, O. Yields the product COc1ccccc1C1CCN(CC(=O)Nc2cccc(C)c2)CC1. As a reaction SMILES: [Br:15][CH2:16][C:17](=[O:18])[NH:19][c:20]1[cH:21][c:22]([CH3:26])[cH:23][cH:24][cH:25]1.[CH3:1][O:2][c:3]1[c:4]([CH:9]2[CH2:10][CH2:11][NH:12][CH2:13][CH2:14]2)[cH:5][cH:6][cH:7][cH:8]1.[CH3:37][c:38]1[cH:39][cH:40][cH:41][cH:42][cH:43]1.[CH:27]([N:28]([CH2:29][CH3:30])[CH:31]([CH3:32])[CH3:33])([CH3:34])[CH3:35].[OH2:36]>>[CH3:1][O:2][c:3]1[c:4]([CH:9]2[CH2:10][CH2:11][N:12]([CH2:16][C:17](=[O:18])[NH:19][c:20]3[cH:21][c:22]([CH3:26])[cH:23][cH:24][cH:25]3)[CH2:13][CH2:14]2)[cH:5][cH:6][cH:7][cH:8]1. Reaction SMILES: [Br:13][N:14]1[C:15]([CH3:16])([CH3:17])[C:18](=[O:19])[N:20]([Br:21])[C:22]1=[O:23].[CH3:1][c:2]1[cH:3][c:4]([O:11][CH3:12])[cH:5][cH:6][c:7]1[N+:8](=[O:9])[O-:10].[CH3:24][C:25](=[O:26])[OH:27].[Cl:46][c:47]1[cH:48][cH:49][cH:50][cH:51][cH:52]1.[N:28]([C:29]1([C:30]#[N:31])[CH2:32][CH2:33][CH2:34][CH2:35][CH2:36]1)=[N:37][C:38]1([C:39]#[N:40])[CH2:41][CH2:42][CH2:43][CH2:44][CH2:45]1>>[CH2:1]([c:2]1[cH:3][c:4]([O:11][CH3:12])[cH:5][cH:6][c:7]1[N+:8](=[O:9])[O-:10])[Br:13]. Product: COc1ccc([N+](=O)[O-])c(CBr)c1. Reactants: CC1(C)C(=O)N(Br)C(=O)N1Br, COc1ccc([N+](=O)[O-])c(C)c1, CC(=O)O, Clc1ccccc1, N#CC1(N=NC2(C#N)CCCCC2)CCCCC1. Starting materials: O (water), OS(=O)(=O)O (H2SO4), C1(=CCCCC1)N1CCCC1 (1-cyclohex-1-enylpyrrolidine), C(CC)Br (propyl bromide), C(CC)Br (propyl bromide). The solvent is C1=CC=CC=C1 (benzene). Reaction conditions: time 8 hour. The product is C(CC)C1C(CCCC1)=O (2-propylcyclohexanone). Isolated yield 15.3%. RXN SMILES: [C:1]1(N2CCCC2)[CH2:6][CH2:5][CH2:4][CH2:3][CH:2]=1.[CH2:12](Br)[CH2:13][CH3:14].O.[OH:17]S(O)(=O)=O>C1C=CC=CC=1>[CH2:12]([CH:1]1[CH2:2][CH2:3][CH2:4][CH2:5][C:6]1=[O:17])[CH2:13][CH3:14]. Procedure details: A solution of commercially available 1-cyclohex-1-enylpyrrolidine 1(5 g, 99.2 mmol) and propyl bromide (36 mL, 4 eq) in benzene was refluxed at 90° C. for overnight. Another 4 eq of propyl bromide (36 mL) was added and refluxing was continued for overnight. The reaction mixture was cooled to room temperature. 30 mL of water was added, and the resulting solution refluxed for 1 hour. After cooling to room temperature, 30 mL of 1M H2SO4 was added and the solution stirred for 10 minutes. The mixture... The reactants are BrC1=CC=2C(=NC(=C(C2NS(=O)(=O)C2=CC(=CC=C2)Cl)C(=O)OCC)C)S1 (ethyl 2-bromo-4-{[(3-chlorophenyl)sulfonyl]amino}-6-methylthieno[2,3-b]pyridine-5-carboxylate), O(C(C)(C)C)C(=O)N1N=CC(=C1)B(O)O (1-tert-butoxylcarbonyl-1H-pyrazole-4-boronic acid), pinacol ester, C([O-])([O-])=O.[K+].[K+] (potassium carbonate). The reagents and catalysts are C=1C=CC(=CC1)[P](C=2C=CC=CC2)(C=3C=CC=CC3)[Pd]([P](C=4C=CC=CC4)(C=5C=CC=CC5)C=6C=CC=CC6)([P](C=7C=CC=CC7)(C=8C=CC=CC8)C=9C=CC=CC9)[P](C=1C=CC=CC1)(C=1C=CC=CC1)C=1C=CC=CC1 (tetrakis(triphenylphosphine)palladium(0)). Solvent: O1CCOCC1 (1,4-dioxane), CN(C)C=O (DMF), O (water). Run at temperature 110 celsius. The product is ClC=1C=C(C=CC1)S(=O)(=O)NC1=C2C(=NC(=C1C(=O)OCC)C)SC(=C2)C=2C=NNC2 (Ethyl 4-{[(3-chlorophenyl)sulfonyl]amino}-6-methyl-2-(1H-pyrazol-4-yl)thieno[2,3-b]pyridine-5-carboxylate). RXN SMILES: Br[C:2]1[S:27][C:5]2=[N:6][C:7]([CH3:26])=[C:8]([C:21]([O:23][CH2:24][CH3:25])=[O:22])[C:9]([NH:10][S:11]([C:14]3[CH:19]=[CH:18][CH:17]=[C:16]([Cl:20])[CH:15]=3)(=[O:13])=[O:12])=[C:4]2[CH:3]=1.O(C([N:35]1[CH:39]=[C:38](B(O)O)[CH:37]=[N:36]1)=O)C(C)(C)C.C(=O)([O-])[O-].[K+].[K+]>O1CCOCC1.CN(C=O)C.O.C1C=CC([P]([Pd]([P](C2C=CC=CC=2)(C2C=CC=CC=2)C2C=CC=CC=2)([P](C2C=CC=CC=2)(C2C=CC=CC=2)C2C=CC=CC=2)[P](C2C=CC=CC=2)(C2C=CC=CC=2)C2C=CC=CC=2)(C2C=CC=CC=2)C2C=CC=CC=2)=CC=1>[Cl:20][C:16]1[CH:15]=[C:14]([S:11]([NH:10][C:9]2[C:8]([C:21]([O:23][CH2:24][CH3:25])=[O:22])=[C:7]([CH3:26])[N:6]=[C:5]3[S:27][C:2]([C:38]4[CH:39]=[N:35][NH:36][CH:37]=4)=[CH:3][C:4]=23)(=[O:13])=[O:12])[CH:19]=[CH:18][CH:17]=1 |f:2.3.4,^1:64,66,85,104|. Procedure details: A mixture of ethyl 2-bromo-4-{[(3-chlorophenyl)sulfonyl]amino}-6-methylthieno[2,3-b]pyridine-5-carboxylate (Description 72) (402 mg, 0.82 mmol), 1-tert-butoxylcarbonyl-1H-pyrazole-4-boronic acid, pinacol ester (483 mg, 1.64 mmol) and tetrakis(triphenylphosphine)palladium(0) (47.4 mg, 0.041 mmol) and potassium carbonate (340 mg, 2.46 mmol) in 1,4-dioxane (3 mL), DMF (1.5 mL) and water (0.75 mL) was heated at 110° C. for ca. 2 h. After cooling to RT, the reaction mixture was filtered through celit... The reactants are ClC1=CC(=NC=N1)N (6-Chloropyrimidin-4-amine), C(C)(C)N(CC)C(C)C (diisopropylethylamine), COCCNCCOC (2-methoxy-N-(2-methoxyethyl)ethanamine). The solvent is C(CCC)O (n-butanol). Reaction conditions: temperature 180 celsius, time 24 hour. The product is COCCN(C1=NC=NC(=C1)N)CCOC (N,N-bis(2-methoxyethyl)pyrimidine-4,6-diamine). As a reaction SMILES: Cl[C:2]1[N:7]=[CH:6][N:5]=[C:4]([NH2:8])[CH:3]=1.C(N(C(C)C)CC)(C)C.[CH3:18][O:19][CH2:20][CH2:21][NH:22][CH2:23][CH2:24][O:25][CH3:26]>C(O)CCC>[CH3:18][O:19][CH2:20][CH2:21][N:22]([CH2:23][CH2:24][O:25][CH3:26])[C:2]1[CH:3]=[C:4]([NH2:8])[N:5]=[CH:6][N:7]=1. Procedure: 6-Chloropyrimidin-4-amine 7-2 (0.3 g, 2.32 mmol) and diisopropylethylamine (0.30 g, 2.32 mmol) were suspended in n-butanol and then 2-methoxy-N-(2-methoxyethyl)ethanamine 6-1 (0.31 g, 2.32 mmol) was added. The reaction was stirred at 180° C. for 24 hours. The solvent was removed under reduced pressure and the product 6-2 was purified on a silica column. 1H-NMR (DMSO): 7.91 ppm (s, 1H); 6.10 ppm (2H); 5.51 ppm (s, 1H); 3.45 ppm (m, 4H); 3.45 ppm (m, 4H); 3.25 ppm (s, 6H).